This data is from the Open Reaction Database (ORD), a public repository of structured organic reaction records. The task is: describe an organic reaction: reactants, conditions, products, and yield Reactants: Cl.COC=1C=CC(=C(C1)N)OC=1C=C2CCC(OC2=CC1)C1=CC=CC=C1 (5-methoxy-2-(2-phenylchroman-6-yloxy)phenylamine hydrochloride), FC1=C(C=C(C=C1)F)C1OC2=CC=C(C=C2CC1)OC1=C(C=C(C=C1)OCC)[N+](=O)[O-] (2-(2,5-difluorophenyl)-6-(4-ethoxy-2-nitrophenoxy)chroman). Product: Cl.FC1=C(C=C(C=C1)F)C1OC2=CC=C(C=C2CC1)OC1=C(C=C(C=C1)OCC)N (2-[2-(2,5-Difluorophenyl)chroman-6-yloxy]-5-ethoxyphenylamine hydrochloride). As a reaction SMILES: [ClH:1].COC1C=CC(OC2C=C3C(=CC=2)OC(C2C=CC=CC=2)CC3)=C(N)C=1.[F:28][C:29]1[CH:34]=[CH:33][C:32]([F:35])=[CH:31][C:30]=1[CH:36]1[CH2:45][CH2:44][C:43]2[C:38](=[CH:39][CH:40]=[C:41]([O:46][C:47]3[CH:52]=[CH:51][C:50]([O:53][CH2:54][CH3:55])=[CH:49][C:48]=3[N+:56]([O-])=O)[CH:42]=2)[O:37]1>>[ClH:1].[F:28][C:29]1[CH:34]=[CH:33][C:32]([F:35])=[CH:31][C:30]=1[CH:36]1[CH2:45][CH2:44][C:43]2[C:38](=[CH:39][CH:40]=[C:41]([O:46][C:47]3[CH:52]=[CH:51][C:50]([O:53][CH2:54][CH3:55])=[CH:49][C:48]=3[NH2:56])[CH:42]=2)[O:37]1 |f:0.1,3.4|. Reported procedure: 2-[2-(2,5-Difluorophenyl)chroman-6-yloxy]-5-ethoxyphenylamine hydrochloride was prepared as described for 5-methoxy-2-(2-phenylchroman-6-yloxy)phenylamine hydrochloride in example 3(b) starting from 120 mg of 2-(2,5-difluorophenyl)-6-(4-ethoxy-2-nitrophenoxy)chroman. 1H NMR (400 MHz, CDCl3) δ: 7.26-7.22 (m, 2H), 7.01-6.74 (m, 7H), 5.22 (d, 1H, J 9.1 Hz), 3.90 (q, 2H, J 6.9 Hz), 2.90 (m, 1H), 2.68 (m, 1H), 2.19 (m, 1H), 1.90 (m, 1H), 1.34 (t, 3H, 6.9 Hz). The reactants are Pd(Ph3)4, PdCl2(Ph3)2, COC(NC(C(C)C)C(=O)N1C(CCC1)C=1NC(=CN1)C1=CC=2CCC3=CC(=CC=C3C2C=C1)Br)=O ((1-{2-[5-(7-bromo-9,10-dihydro-phenanthren-2-yl)-1H-imidazol-2-yl]-pyrrolidine-1-carbonyl}-2-methyl-propyl)-carbamic acid methyl ester), C(CCC)[Sn](C(=C)OCC)(CCCC)CCCC (tributyl(1-ethoxyvinyl)tin), C1CC(=O)N(C1=O)Br (NBS), C(C)(C)(C)OC(=O)N1C2CCC(C1C(=O)O)C2 (2-aza-bicyclo[2.2.1]heptane-2,3-dicarboxylic acid 2-tert-butyl ester), CCN(C(C)C)C(C)C (DIPEA). Solvent: C(C)(=O)OCC (ethyl acetate), O1CCOCC1 (dioxane), O (Water), C(C)#N (acetonitrile), C(C)(=O)OCC (ethyl acetate). Reaction conditions: temperature 80 celsius, time 40 minute. Yields the product COC(=O)NC(C(=O)N1C(CCC1)C1=NC=C(N1)C1=CC=C2C=3C=CC(=CC3CCC2=C1)C(COC(=O)C1N(C2CCC1C2)C(=O)OC(C)(C)C)=O)C(C)C (2-Aza-bicyclo[2.2.1]heptane-2,3-dicarboxylic acid 2-tert-butyl ester 3-[2-(7-{2-[1-(2-methoxycarbonylamino-3-methyl-butyryl)-pyrrolidin-2-yl]-3H-imidazol-4-yl}-9,10-dihydro-phenanthren-2-yl)-2-oxo-ethyl]ester). Reaction SMILES: [CH3:1][O:2][C:3](=[O:36])[NH:4][CH:5]([C:9]([N:11]1[CH2:15][CH2:14][CH2:13][CH:12]1[C:16]1[NH:17][C:18]([C:21]2[CH:34]=[CH:33][C:32]3[C:31]4[C:26](=[CH:27][C:28](Br)=[CH:29][CH:30]=4)[CH2:25][CH2:24][C:23]=3[CH:22]=2)=[CH:19][N:20]=1)=[O:10])[CH:6]([CH3:8])[CH3:7].C([Sn](CCCC)(CCCC)[C:42]([O:44]CC)=[CH2:43])CCC.C1C(=O)N(Br)C(=O)C1.[C:63]([O:67][C:68]([N:70]1[CH:75]([C:76]([OH:78])=[O:77])[CH:74]2[CH2:79][CH:71]1[CH2:72][CH2:73]2)=[O:69])([CH3:66])([CH3:65])[CH3:64].CCN(C(C)C)C(C)C>O1CCOCC1.C(OCC)(=O)C.C(#N)C.O>[CH3:1][O:2][C:3]([NH:4][CH:5]([CH:6]([CH3:8])[CH3:7])[C:9]([N:11]1[CH2:15][CH2:14][CH2:13][CH:12]1[C:16]1[NH:17][C:18]([C:21]2[CH:22]=[C:23]3[C:32]([C:31]4[CH:30]=[CH:29][C:28]([C:42](=[O:44])[CH2:43][O:77][C:76]([CH:75]5[CH:74]6[CH2:79][CH:71]([CH2:72][CH2:73]6)[N:70]5[C:68]([O:67][C:63]([CH3:66])([CH3:64])[CH3:65])=[O:69])=[O:78])=[CH:27][C:26]=4[CH2:25][CH2:24]3)=[CH:33][CH:34]=2)=[CH:19][N:20]=1)=[O:10])=[O:36]. Procedure: Pd(Ph3)4 (15 mg, 0.015 mmol) and PdCl2(Ph3)2 (10 mg, 0.015 mmol) were added to a mixture of (1-{2-[5-(7-bromo-9,10-dihydro-phenanthren-2-yl)-1H-imidazol-2-yl]-pyrrolidine-1-carbonyl}-2-methyl-propyl)-carbamic acid methyl ester (200 mg, 0.37 mmol) and tributyl(1-ethoxyvinyl)tin (0.15 mL, 0.44 mL) in 5 mL dioxane. The reaction mixture was flushed with nitrogen, heated at 80° C. for 16 hours, then cooled to ambient temperature. Water (1.5 mL) and NBS (78 mg, 0.44 mmol) was added and the mixture was... Starting materials: CCCN(C)C(=O)c1cc(C(=O)OC)cc(C(=O)c2ccccc2)c1, CO, Cl, [Li+], [OH-]. Yields the product CCCN(C)C(=O)c1cc(C(=O)O)cc(C(=O)c2ccccc2)c1. Reaction SMILES: [CH3:1][O:2][C:3]([c:4]1[cH:5][c:6]([C:7](=[O:8])[N:9]([CH2:10][CH2:11][CH3:12])[CH3:13])[cH:14][c:15]([C:17]([c:18]2[cH:19][cH:20][cH:21][cH:22][cH:23]2)=[O:24])[cH:16]1)=[O:25].[CH3:29][OH:30].[ClH:28].[Li+:26].[OH-:27]>>[O:2]=[C:3]([c:4]1[cH:5][c:6]([C:7](=[O:8])[N:9]([CH2:10][CH2:11][CH3:12])[CH3:13])[cH:14][c:15]([C:17]([c:18]2[cH:19][cH:20][cH:21][cH:22][cH:23]2)=[O:24])[cH:16]1)[OH:25]. The reactants are OC(C)(C)C=1N(C2=CC=CC=C2C1)C (2-(1-hydroxy-1-methylethyl)-1-methylindole), O.C1(=CC=C(C=C1)S(=O)(=O)O)C (p-toluenesulfonic acid monohydrate). The solvent is C1(=CC=CC=C1)C (toluene). Yields the product C(=C)(C)C=1N(C2=CC=CC=C2C1)C (2-isopropenyl-1-methylindole). Yield: 23.5%. As a reaction SMILES: O[C:2]([C:5]1[N:6]([CH3:14])[C:7]2[C:12]([CH:13]=1)=[CH:11][CH:10]=[CH:9][CH:8]=2)([CH3:4])[CH3:3].O.C1(C)C=CC(S(O)(=O)=O)=CC=1>C1(C)C=CC=CC=1>[C:2]([C:5]1[N:6]([CH3:14])[C:7]2[C:12]([CH:13]=1)=[CH:11][CH:10]=[CH:9][CH:8]=2)([CH3:4])=[CH2:3] |f:1.2|. Procedure details: 4.0 g of 2-(1-hydroxy-1-methylethyl)-1-methylindole was dissolved in 80 ml of toluene. Thereto was added 200 mg of p-toluenesulfonic acid monohydrate. The mixture was azeotropically refluxed for 2 hours. The reaction mixture was cooled to room temperature, washed with an aqueous saturated sodium hydrogencarbonate solution and an aqueous saturated sodium chloride solution in this order, and dried over anhydrous magnesium sulfate. The solvent was removed by distillation under reduced pressure. The... The reactants are COC([C@H](NC(C1=C(C=CC=C1)[N+](=O)[O-])=O)C1CCCCC1)=O ((R)-cyclohexyl-(2-nitro-benzoylamino)-acetic acid methyl ester). The reagents and catalysts are [Pd] (Pd/C). The solvent is CCO (EtOH). Conditions: time 16 hour. The product is COC([C@@H](C1CCCCC1)NC(C1=C(C=CC=C1)N)=O)=O ((R)-(2-amino-benzoylamino)-cyclohexyl-acetic acid methyl ester). Isolated yield 102.8%. Reaction SMILES: [CH3:1][O:2][C:3](=[O:23])[C@@H:4]([CH:17]1[CH2:22][CH2:21][CH2:20][CH2:19][CH2:18]1)[NH:5][C:6](=[O:16])[C:7]1[CH:12]=[CH:11][CH:10]=[CH:9][C:8]=1[N+:13]([O-])=O>CCO.[Pd]>[CH3:1][O:2][C:3](=[O:23])[C@H:4]([NH:5][C:6](=[O:16])[C:7]1[CH:12]=[CH:11][CH:10]=[CH:9][C:8]=1[NH2:13])[CH:17]1[CH2:22][CH2:21][CH2:20][CH2:19][CH2:18]1. Procedure: A mixture of (R)-cyclohexyl-(2-nitro-benzoylamino)-acetic acid methyl ester (1.16 g, 3.62 mmol), 10% Pd/C (250 mg) in EtOH (25 mL) are stirred under H2 atmosphere at room temperature for 16 hours. The reaction mixture is filtered and the organic layer is concentrated to give (R)-(2-amino-benzoylamino)-cyclohexyl-acetic acid methyl ester (1.08 g, 98%).